This data is from the Open Reaction Database (ORD), a public repository of structured organic reaction records. The task is: describe an organic reaction: reactants, conditions, products, and yield Reactants: [H-].[Al+3].[Li+].[H-].[H-].[H-] (lithium aluminum hydride), CC(CCC(C(O)C1=CC=CC=C1)NCCCN1CCCCC1)C ((1RS,2SR)-5-methyl-1-phenyl-2-(3-piperidinopropylamino)hexan-1-ol), [OH-].[Na+] (NaOH), C(C)(=O)Cl (acetyl chloride). Run in O1CCCC1 (tetrahydrofuran), C(C)(=O)OCC (Ethyl acetate), CCOCC (ether), C1=CC=CC=C1 (benzene). The product is Cl.Cl.C(C)N(C(C(O)C1=CC=CC=C1)CCC(C)C)CCCN1CCCCC1 ((1RS,2SR)-2-[Ethyl-(3-piperidinopropyl)amino]-5-methyl-1-phenylhexan-1-ol dihydrochloride). Reaction SMILES: [CH3:1][CH:2]([CH3:24])[CH2:3][CH2:4][CH:5]([NH:14][CH2:15][CH2:16][CH2:17][N:18]1[CH2:23][CH2:22][CH2:21][CH2:20][CH2:19]1)[CH:6]([C:8]1[CH:13]=[CH:12][CH:11]=[CH:10][CH:9]=1)[OH:7].[OH-].[Na+].[C:27]([Cl:30])(=O)[CH3:28].[H-].[Al+3].[Li+].[H-].[H-].[H-]>CCOCC.C1C=CC=CC=1.O1CCCC1.C(OCC)(=O)C>[ClH:30].[ClH:30].[CH2:27]([N:14]([CH2:15][CH2:16][CH2:17][N:18]1[CH2:19][CH2:20][CH2:21][CH2:22][CH2:23]1)[CH:5]([CH2:4][CH2:3][CH:2]([CH3:24])[CH3:1])[CH:6]([C:8]1[CH:13]=[CH:12][CH:11]=[CH:10][CH:9]=1)[OH:7])[CH3:28] |f:1.2,4.5.6.7.8.9,14.15.16|. Procedure: To a cooled mixture of (1RS,2SR)-5-methyl-1-phenyl-2-(3-piperidinopropylamino)hexan-1-ol (821 mg, 2.47 mmol) in ether (36 ml) and a 10% NaOH aqueous solution (15 ml) was added dropwise a solution of acetyl chloride (0.21 g, 2.7 mmol) in benzene. The organic layer was separated, washed with brine, dried over anhydrous sodium sulfate and then concentrated under reduced pressure. The residue was purified by silica gel column chromatography to obtain an N-acetylated product (IRνmaxneat : 1620 cm-1) ...